From a dataset of the Open Reaction Database (ORD), a public repository of structured organic reaction records. describe an organic reaction: reactants, conditions, products, and yield Starting materials: C(C1=CC=CC=C1)C1=C(C=CC(=C1)N1C(CCC1)=O)OCOC (2-benzyl-1-methoxymethyloxy-4-(2-pyrrolidinon-1-yl)benzene), FC(C(=O)O)(F)F (trifluoroacetic acid). Run at time 1 hour. The product is C(C1=CC=CC=C1)C1=C(C=CC(=C1)N1C(CCC1)=O)O (2-Benzyl-4-(2-pyrrolidinon-1-yl)phenol). Yield: 73.8%. As a reaction SMILES: [CH2:1]([C:8]1[CH:13]=[C:12]([N:14]2[CH2:18][CH2:17][CH2:16][C:15]2=[O:19])[CH:11]=[CH:10][C:9]=1[O:20]COC)[C:2]1[CH:7]=[CH:6][CH:5]=[CH:4][CH:3]=1.FC(F)(F)C(O)=O>>[CH2:1]([C:8]1[CH:13]=[C:12]([N:14]2[CH2:18][CH2:17][CH2:16][C:15]2=[O:19])[CH:11]=[CH:10][C:9]=1[OH:20])[C:2]1[CH:3]=[CH:4][CH:5]=[CH:6][CH:7]=1. Procedure details: A mixture of 505 mg of 2-benzyl-1-methoxymethyloxy-4-(2-pyrrolidinon-1-yl)benzene and 5 ml of trifluoroacetic acid was stirred at room temperature for 1 hour. The reaction mixture was evaporated, and the residue was purified by silica gel column chromatography with 30–60% ethyl acetate/hexane, to give 320 mg of the title compound. Reactants: CNN (Methylhydrazine), COC(CC(C)=O)OC (4,4-dimethoxy-2-butanone), CN1N=C(C=C1)C (1,3-dimethyl-1H-pyrazole), CN1N=CC=C1C (1,5-dimethyl-1H-pyrazole), Cl (HCl). Conditions: time 16 hour. Yields the product CN1N=C(C=C1)C.CN1N=CC=C1C (1,3-Dimethyl-1H-pyrazole 1,5-Dimethyl-1H-pyrazole). RXN SMILES: CNN.COC(OC)CC(=O)C.Cl.[CH3:14][N:15]1[CH:19]=[CH:18][C:17]([CH3:20])=[N:16]1.[CH3:21][N:22]1[C:26]([CH3:27])=[CH:25][CH:24]=[N:23]1>>[CH3:14][N:15]1[CH:19]=[CH:18][C:17]([CH3:20])=[N:16]1.[CH3:21][N:22]1[C:26]([CH3:27])=[CH:25][CH:24]=[N:23]1 |f:5.6|. Reported procedure: Methylhydrazine (4.25 mL, 80 mmol) was added to 4,4-dimethoxy-2-butanone (10.63 mL, 80 mmol) with keeping the temperature below 25° C. and the mixture was stirred at r.t. for 16 h. The mixture was poured in aq HCl (6N, 16 mL, 1.2 equiv) with stirring. The MeOH was removed in vacuo and then 50% aqueous NaOH was added until the pH was basic. The mixture was extracted with diethyl ether (3 times). The organic phases were combined, dried (Na2SO4) and concentrated in vacuo to afford a mixture of 1,3-... Starting materials: CCN(CCc1ccccn1)C(=O)CCc1ccc(OCc2ccccc2C(=O)OC)cc1, C1CCOC1, Cl, [Li+], [OH-], O. The product is CCN(CCc1ccccn1)C(=O)CCc1ccc(OCc2ccccc2C(=O)O)cc1. Reaction SMILES: [CH2:1]([CH3:2])[N:3]([C:4]([CH2:5][CH2:6][c:7]1[cH:8][cH:9][c:10]([O:11][CH2:12][c:13]2[c:14]([C:15](=[O:16])[O:17][CH3:18])[cH:19][cH:20][cH:21][cH:22]2)[cH:23][cH:24]1)=[O:25])[CH2:26][CH2:27][c:28]1[n:29][cH:30][cH:31][cH:32][cH:33]1.[CH2:37]1[O:38][CH2:39][CH2:40][CH2:41]1.[ClH:36].[Li+:34].[OH-:35].[OH2:42]>>[CH2:1]([CH3:2])[N:3]([C:4]([CH2:5][CH2:6][c:7]1[cH:8][cH:9][c:10]([O:11][CH2:12][c:13]2[c:14]([C:15](=[O:16])[OH:17])[cH:19][cH:20][cH:21][cH:22]2)[cH:23][cH:24]1)=[O:25])[CH2:26][CH2:27][c:28]1[n:29][cH:30][cH:31][cH:32][cH:33]1. Reactants: BrC=1C(NC=C(N1)Br)=O (3,5-dibromo-pyrazin-2-one), [OH-].[Na+] (sodium hydroxide), C([O-])([O-])=O.[Na+].[Na+] (sodium carbonate), S(=O)(=O)(OCC)OCC (diethyl sulfate). Solvent: O (water). Run at time 15 hour. Yields the product C(C)N1C(C(=NC(=C1)Br)Br)=O (1-ethyl-3,5-dibromo-pyrazin-2-one). Isolated yield 66.8%. Reaction SMILES: [Br:1][C:2]1[C:3](=[O:9])[NH:4][CH:5]=[C:6]([Br:8])[N:7]=1.[OH-].[Na+].C(=O)([O-])[O-].[Na+].[Na+].S(OCC)(O[CH2:22][CH3:23])(=O)=O>O>[CH2:22]([N:4]1[CH:5]=[C:6]([Br:8])[N:7]=[C:2]([Br:1])[C:3]1=[O:9])[CH3:23] |f:1.2,3.4.5|. Procedure details: 6.2 g of 3,5-dibromo-pyrazin-2-one are suspended in a mixture of 38 ml of water, 11.1 ml of 2N sodium hydroxide solution and 0.5 g of sodium carbonate. 4.3 g of diethyl sulfate are then added dropwise at 20°-25° C. and the mixture is subsequently stirred at the same temperature for 15 hours. The product is filtered off at 0° C., washed with ice-water and dried to give 4.6 g of 1-ethyl-3,5-dibromo-pyrazin-2-one. Starting materials: COC(=O)c1cc(Br)cc(I)c1, Cc1ccc(B(O)O)c(F)c1, [Na+], [Na+], O=C([O-])[O-], CN(C)C=O. Product: COC(=O)c1cc(Br)cc(-c2ccc(C)cc2F)c1. Reaction SMILES: [Br:1][c:2]1[cH:3][c:4]([C:5](=[O:6])[O:7][CH3:8])[cH:9][c:10]([I:12])[cH:11]1.[F:13][c:14]1[c:15]([B:21]([OH:22])[OH:23])[cH:16][cH:17][c:18]([CH3:20])[cH:19]1.[Na+:24].[Na+:25].[O-:26][C:27](=[O:28])[O-:29].[O:30]=[CH:31][N:32]([CH3:33])[CH3:34]>>[Br:1][c:2]1[cH:3][c:4]([C:5](=[O:6])[O:7][CH3:8])[cH:9][c:10](-[c:15]2[c:14]([F:13])[cH:19][c:18]([CH3:20])[cH:17][cH:16]2)[cH:11]1.